This data is from the Open Reaction Database (ORD), a public repository of structured organic reaction records. The task is: describe an organic reaction: reactants, conditions, products, and yield The reactants are ClC1=CC=C(C=C1)C12CNCC2C1 (1-(p-chlorophenyl)-3-azabicyclo[3.1.0]hexane), anhydride, C(C)(=O)OC(C)=O (acetic anhydride). Run in C(=O)O (formic acid), C(=O)O (formic acid). Product: C(=O)N1CC2(CC2C1)C1=CC=C(C=C1)Cl (3-formyl-1-(p-chlorophenyl)-3-azabicyclo[3.1.0]hexane). Reaction SMILES: [Cl:1][C:2]1[CH:7]=[CH:6][C:5]([C:8]23[CH2:13][CH:12]2[CH2:11][NH:10][CH2:9]3)=[CH:4][CH:3]=1.[C:14](OC(=O)C)(=[O:16])C>C(O)=O>[CH:14]([N:10]1[CH2:11][CH:12]2[C:8]([C:5]3[CH:4]=[CH:3][C:2]([Cl:1])=[CH:7][CH:6]=3)([CH2:13]2)[CH2:9]1)=[O:16]. Reported procedure: A solution of 1-(p-chlorophenyl)-3-azabicyclo[3.1.0]hexane in formic acid is added at 0°-5° C. to aceticformic anhydride prepared from 2 volumes of acetic anhydride and one volume of formic acid. The mixture is warmed to 40°-50° C. and poured onto ice to give 3-formyl-1-(p-chlorophenyl)-3-azabicyclo[3.1.0]hexane as the product. The reactants are C1CCOC1, COC(=O)C(Cc1ccc(O)cc1)NC(=O)c1cc2cc(Oc3ccc(C(C)(C)C)cc3)ccc2cn1, OCC1CCCC1, CC(C)OC(=O)N=NC(=O)OC(C)C, c1ccc(P(c2ccccc2)c2ccccc2)cc1. Product: COC(=O)C(Cc1ccc(OCC2CCCC2)cc1)NC(=O)c1cc2cc(Oc3ccc(C(C)(C)C)cc3)ccc2cn1. Reaction SMILES: [CH2:78]1[O:79][CH2:80][CH2:81][CH2:82]1.[CH3:1][O:2][C:3]([CH:4]([CH2:5][c:6]1[cH:7][cH:8][c:9]([OH:12])[cH:10][cH:11]1)[NH:13][C:14](=[O:15])[c:16]1[n:17][cH:18][c:19]2[cH:20][cH:21][c:22]([O:26][c:27]3[cH:28][cH:29][c:30]([C:33]([CH3:34])([CH3:35])[CH3:36])[cH:31][cH:32]3)[cH:23][c:24]2[cH:25]1)=[O:37].[CH:38]1([CH2:43][OH:44])[CH2:39][CH2:40][CH2:41][CH2:42]1.[O:64]=[C:65]([O:66][CH:67]([CH3:68])[CH3:69])[N:70]=[N:71][C:72]([O:73][CH:74]([CH3:75])[CH3:76])=[O:77].[c:45]1([P:46]([c:47]2[cH:48][cH:49][cH:50][cH:51][cH:52]2)[c:53]2[cH:54][cH:55][cH:56][cH:57][cH:58]2)[cH:59][cH:60][cH:61][cH:62][cH:63]1>>[CH3:1][O:2][C:3]([CH:4]([CH2:5][c:6]1[cH:7][cH:8][c:9]([O:12][CH2:43][CH:38]2[CH2:39][CH2:40][CH2:41][CH2:42]2)[cH:10][cH:11]1)[NH:13][C:14](=[O:15])[c:16]1[n:17][cH:18][c:19]2[cH:20][cH:21][c:22]([O:26][c:27]3[cH:28][cH:29][c:30]([C:33]([CH3:34])([CH3:35])[CH3:36])[cH:31][cH:32]3)[cH:23][c:24]2[cH:25]1)=[O:37].